Dataset: the Open Reaction Database (ORD), a public repository of structured organic reaction records. Task: describe an organic reaction: reactants, conditions, products, and yield Starting materials: C(C1=CC=CC=C1)C1N(CCC1)C1=C(C(=O)NC2(CC2)C2=CC=C(C(=O)OC)C=C2)C=C(C=N1)Cl (methyl 4-(1-(2-(2-benzylpyrrolidin-1-yl)-5-chloronicotinamido)cyclopropyl)benzoate), O (water). Solvent: O1CCOCC1 (1,4-dioxane). Conditions: temperature 150 celsius, time 5 minute. Product: C(C1=CC=CC=C1)C1N(CCC1)C1=C(C(=O)NC2(CC2)C2=CC=C(C(=O)O)C=C2)C=C(C=N1)Cl (4-(1-(2-(2-benzylpyrrolidin-1-yl)-5-chloronicotinamido)cyclopropyl)benzoic acid). The yield is 80.9%. RXN SMILES: [CH2:1]([CH:8]1[CH2:12][CH2:11][CH2:10][N:9]1[C:13]1[N:34]=[CH:33][C:32]([Cl:35])=[CH:31][C:14]=1[C:15]([NH:17][C:18]1([C:21]2[CH:30]=[CH:29][C:24]([C:25]([O:27]C)=[O:26])=[CH:23][CH:22]=2)[CH2:20][CH2:19]1)=[O:16])[C:2]1[CH:7]=[CH:6][CH:5]=[CH:4][CH:3]=1.O>O1CCOCC1>[CH2:1]([CH:8]1[CH2:12][CH2:11][CH2:10][N:9]1[C:13]1[N:34]=[CH:33][C:32]([Cl:35])=[CH:31][C:14]=1[C:15]([NH:17][C:18]1([C:21]2[CH:30]=[CH:29][C:24]([C:25]([OH:27])=[O:26])=[CH:23][CH:22]=2)[CH2:20][CH2:19]1)=[O:16])[C:2]1[CH:7]=[CH:6][CH:5]=[CH:4][CH:3]=1. Reported procedure: To a solution of methyl 4-(1-(2-(2-benzylpyrrolidin-1-yl)-5-chloronicotinamido)cyclopropyl)benzoate (D144) (60 mg, 0.122 mmol) in 1,4-dioxane (3 ml) and water (1 ml) lithium hydroxide monohydrate (7.7 mg, 0.18 mmol) was added and the resulting mixture was stirred at 150° C. under microwave irradiation for 10 min (2 cycles of 5 min each). Solvents were evaporated in vacuo, and the residue was diluted with water (5 ml) and 1M HCl (15 ml) and extracted with ethylacetate (3×20 ml). Collected organic... Starting materials: O=C([O-])[O-], CC(C)(C)O, O=[N+]([O-])c1cc(Cl)c(Cl)cc1Cl, Cl, [K+], [K+], NC1C=CCC1. Yields the product O=[N+]([O-])c1cc(Cl)c(Cl)cc1NC1C=CCC1. As a reaction SMILES: [C:20](=[O:21])([O-:22])[O-:23].[C:26]([OH:27])([CH3:28])([CH3:29])[CH3:30].[Cl:8][c:9]1[c:10]([Cl:19])[cH:11][c:12]([Cl:18])[c:13]([N+:15](=[O:16])[O-:17])[cH:14]1.[ClH:1].[K+:24].[K+:25].[NH2:2][CH:3]1[CH:4]=[CH:5][CH2:6][CH2:7]1>>[NH:2]([CH:3]1[CH:4]=[CH:5][CH2:6][CH2:7]1)[c:12]1[cH:11][c:10]([Cl:19])[c:9]([Cl:8])[cH:14][c:13]1[N+:15](=[O:16])[O-:17].